This data is from the Open Reaction Database (ORD), a public repository of structured organic reaction records. The task is: describe an organic reaction: reactants, conditions, products, and yield Reactants: C(C)(C)(C)OC(=O)N1CC2=CC(=C(C=C2C1)C=1CCOCC1)C=C (5-(3,6-dihydro-2H-pyran-4-yl)-6-vinyl-1,3-dihydro-isoindole-2-carboxylic acid tert-butyl ester), C(=O)[O-].[NH4+] (ammonium formate). Yields the product C(C)(C)(C)OC(=O)N1CC2=CC(=C(C=C2C1)CC)C1CCOCC1 (5-Ethyl-6-(tetrahydro-pyran-4-yl)-1,3-dihydro-isoindole-2-carboxylic acid tert-butyl ester). As a reaction SMILES: [C:1]([O:5][C:6]([N:8]1[CH2:16][C:15]2[C:10](=[CH:11][C:12]([CH:23]=[CH2:24])=[C:13]([C:17]3[CH2:18][CH2:19][O:20][CH2:21][CH:22]=3)[CH:14]=2)[CH2:9]1)=[O:7])([CH3:4])([CH3:3])[CH3:2].C([O-])=O.[NH4+]>>[C:1]([O:5][C:6]([N:8]1[CH2:9][C:10]2[C:15](=[CH:14][C:13]([CH:17]3[CH2:22][CH2:21][O:20][CH2:19][CH2:18]3)=[C:12]([CH2:23][CH3:24])[CH:11]=2)[CH2:16]1)=[O:7])([CH3:2])([CH3:3])[CH3:4] |f:1.2|. Procedure details: Prepared in analogy to Example A49(b) from 5-(3,6-dihydro-2H-pyran-4-yl)-6-vinyl-1,3-dihydro-isoindole-2-carboxylic acid tert-butyl ester and ammonium formate. Yellow oil. MS (m/e): 276.3 ([M+H−Me2C═CH2]+, 100%).